This data is from the Open Reaction Database (ORD), a public repository of structured organic reaction records. The task is: describe an organic reaction: reactants, conditions, products, and yield The reactants are COCOC(CCOCc1ccccc1)COCc1ccccc1, CO. Yields the product OC(CCOCc1ccccc1)COCc1ccccc1. Reaction SMILES: [CH2:1]([c:2]1[cH:3][cH:4][cH:5][cH:6][cH:7]1)[O:8][CH2:9][CH:10]([CH2:11][CH2:12][O:13][CH2:14][c:15]1[cH:16][cH:17][cH:18][cH:19][cH:20]1)[O:21][CH2:22][O:23][CH3:24].[CH3:25][OH:26]>>[CH2:1]([c:2]1[cH:3][cH:4][cH:5][cH:6][cH:7]1)[O:8][CH2:9][CH:10]([CH2:11][CH2:12][O:13][CH2:14][c:15]1[cH:16][cH:17][cH:18][cH:19][cH:20]1)[OH:21]. Yields the product COC(CCCC(O)C1=CC=C(C(=N1)CCC(=O)OC)OC)=O (5-[3-methoxy-2-(2-methoxycarbonylethyl)-6-pyridyl]-(5RS)-5-hydroxypentanoic acid methyl ester). RXN SMILES: [CH3:1][O:2][C:3](=[O:23])[CH2:4][CH2:5][CH2:6][C:7]([C:9]1[N:14]=[C:13](/[CH:15]=[CH:16]/[C:17]([O:19][CH3:20])=[O:18])[C:12]([O:21][CH3:22])=[CH:11][CH:10]=1)=[O:8]>CO.O1CCCC1.[Pd]>[CH3:1][O:2][C:3](=[O:23])[CH2:4][CH2:5][CH2:6][CH:7]([C:9]1[N:14]=[C:13]([CH2:15][CH2:16][C:17]([O:19][CH3:20])=[O:18])[C:12]([O:21][CH3:22])=[CH:11][CH:10]=1)[OH:8]. The reagents and catalysts are [Pd] (palladium). Solvent: CO (methanol), O1CCCC1 (tetrahydrofuran). Reactants: COC(CCCC(=O)C1=CC=C(C(=N1)\C=C\C(=O)OC)OC)=O (5-[3-methoxy-2-(2-methoxycarbonyl-(1E)-1-ethenyl)-6-pyridyl]-5-oxopentanoic acid methyl ester). Yield: 99.3%. Procedure: Under the conditions of example 1 C, a solution of 1.89 g of 5-[3-methoxy-2-(2-methoxycarbonyl-(1E)-1-ethenyl)-6-pyridyl]-5-oxopentanoic acid methyl ester in 75 ml of methanol and 15 ml of tetrahydrofuran is hydrogenated in the presence 400 mg of 10% palladium catalyst and worked up. 1.9 g of 5-[3-methoxy-2-(2-methoxycarbonylethyl)-6-pyridyl]-(5RS)-5-hydroxypentanoic acid methyl ester is obtained as oil.